Dataset: the Open Reaction Database (ORD), a public repository of structured organic reaction records. Task: describe an organic reaction: reactants, conditions, products, and yield The reactants are [N+](=O)(O)[O-].[N+](=O)([O-])C=1C=C(C=CC1)NC(=N)N (3-nitrophenylguanidine nitrate), CN(C=CC(=O)C1=NC=CC=C1)C (3-dimethylamino-1-(2-pyridyl)-2-propen-1-one), [OH-].[Na+] (sodium hydroxide). The solvent is C(C)(C)O (isopropanol). Run at time 20 minute. Product: [N+](=O)([O-])C=1C=C(C=CC1)NC1=NC=CC(=N1)C1=NC=CC=C1 (N-(3-nitrophenyl)-4-(2-pyridyl)-2-pyrimidine-amine). Reaction SMILES: CN(C)[CH:3]=[CH:4][C:5]([C:7]1[CH:12]=[CH:11][CH:10]=[CH:9][N:8]=1)=O.[N+]([O-])(O)=O.[N+:18]([C:21]1[CH:22]=[C:23]([NH:27][C:28]([NH2:30])=[NH:29])[CH:24]=[CH:25][CH:26]=1)([O-:20])=[O:19].[OH-].[Na+]>C(O)(C)C>[N+:18]([C:21]1[CH:22]=[C:23]([NH:27][C:28]2[N:30]=[C:5]([C:7]3[CH:12]=[CH:11][CH:10]=[CH:9][N:8]=3)[CH:4]=[CH:3][N:29]=2)[CH:24]=[CH:25][CH:26]=1)([O-:20])=[O:19] |f:1.2,3.4|. Reported procedure: 1 g (5.68 mmol)of 3-dimethylamino-1-(2-pyridyl)-2-propen-1-one [EP-A-233 461] is dissolved in 8 ml of isopropanol, and 1.38 g (5.68 mmol) of 3-nitrophenylguanidine nitrate are added. After the addition of 0.25 g (6.24 mmol) of sodium hydroxide, the yellow suspension is heated at reflux for 20 hours, then cooled to 0°, filtered and washed with 30 ml of isopropanol. The filtration residue is stirred in 15 ml of ethanol for 20 minutes, filtered and washed with a small amount of cold ethanol, yieldi... Starting materials: C1(=CC=CC=C1)CC(=S)C(C(=O)O)S (2-(2-phenyl-1-thioxoethyl)thioglycolic acid), [OH-].[Na+] (sodium hydroxide), N(N)C(=O)OC (methyl hydrazinocarboxylate). Solvent: O (water), O (water). Run at time 8 hour. The product is C1(=CC=CC=C1)CC(=S)NNC(=O)OC (2-(2-Phenyl-1-thioxoethyl)hydrazinecarboxylic acid, methyl ester). Isolated yield 50.0%. As a reaction SMILES: [C:1]1([CH2:7][C:8](C(S)C(O)=O)=[S:9])[CH:6]=[CH:5][CH:4]=[CH:3][CH:2]=1.[OH-].[Na+].[NH:17]([C:19]([O:21][CH3:22])=[O:20])[NH2:18]>O>[C:1]1([CH2:7][C:8]([NH:18][NH:17][C:19]([O:21][CH3:22])=[O:20])=[S:9])[CH:2]=[CH:3][CH:4]=[CH:5][CH:6]=1 |f:1.2|. Reported procedure: A mixture of 86.0 g of 2-(2-phenyl-1-thioxoethyl)thioglycolic acid, 195 ml of 2N sodium hydroxide and 100 ml of water was added dropwise to a suspension of 50 g of methyl hydrazinocarboxylate in 200 ml of water with vigorous stirring. Stirring was continued overnight, then the mixture was extracted twice with ether. The extracts were combined, washed successively with 5% aqueous sodium bicarbonate (twice), water and saturated aqueous sodium chloride, dried and concentrated in vacuo. The dark ora... The reactants are OC1(CCN(CC1)OC)C#N (4-hydroxy-1-methoxypiperidine-4-carbonitrile), CO (methanol), C(C)(=O)Cl (Acetyl chloride), CO (methanol). Reaction conditions: temperature 0 celsius, time 0.5 hour. Product: COC(=O)C1(CCN(CC1)OC)O (4-Hydroxy-1-methoxy-piperidine-4-carboxylic acid methyl ester). RXN SMILES: [C:1](Cl)(=[O:3])C.[OH:5][C:6]1([C:14]#N)[CH2:11][CH2:10][N:9]([O:12][CH3:13])[CH2:8][CH2:7]1.C[OH:17]>>[CH3:1][O:3][C:14]([C:6]1([OH:5])[CH2:11][CH2:10][N:9]([O:12][CH3:13])[CH2:8][CH2:7]1)=[O:17]. Reported procedure: Acetyl chloride (40.7 g, 0.52 mol) was added slowly to dry methanol (115 ml) cooled to 0° C. under argon. After the addition, the solution was stirred for an additional ½ hour at 0° C. This solution was then added dropwise into a cold (0° C.) solution of 4-hydroxy-1-methoxypiperidine-4-carbonitrile (5.40 g, 34.6 mmol) in methanol (45 ml). The cooling was removed and the suspension formed was left stirring at room temperature overnight. The solvent was evaporated under vacuum and the residue was ... The product is FC(CNC(=O)C1(C2=CC=CC=C2OC=2C=CC=CC12)CCCCN1[C@H](CN(C[C@H]1C)C1=NC2=CC=CC(=C2C=C1)Cl)C)(F)F (9-{4-[4-(5-chloro-quinolin-2-yl)-cis-2,6-dimethyl-piperazin-1-yl]-butyl}-9H-xanthene-9-carboxylic acid(2,2,2-trifluoro-ethyl)-amide). Reactants: FC(CNC(=O)C1(C2=CC=CC=C2OC=2C=CC=CC12)CCCCBr)(F)F (9-(4-bromo-butyl)-9H-xanthene-9-carboxylic acid-(2,2,2-trifluoro-ethyl)-amide), ClC1=C2C=CC(=NC2=CC=C1)N1C[C@H](N[C@H](C1)C)C (5-chloro-2-(cis-3,5-dimethyl-piperazin-1-yl)-quinoline). Procedure: Prepared analogously to Example 1 from 9-(4-bromo-butyl)-9H-xanthene-9-carboxylic acid-(2,2,2-trifluoro-ethyl)-amide and 5-chloro-2-(cis-3,5-dimethyl-piperazin-1-yl)-quinoline. Reaction SMILES: [F:1][C:2]([F:27])([F:26])[CH2:3][NH:4][C:5]([C:7]1([CH2:21][CH2:22][CH2:23][CH2:24]Br)[C:20]2[CH:19]=[CH:18][CH:17]=[CH:16][C:15]=2[O:14][C:13]2[C:8]1=[CH:9][CH:10]=[CH:11][CH:12]=2)=[O:6].[Cl:28][C:29]1[CH:38]=[CH:37][CH:36]=[C:35]2[C:30]=1[CH:31]=[CH:32][C:33]([N:39]1[CH2:44][C@H:43]([CH3:45])[NH:42][C@H:41]([CH3:46])[CH2:40]1)=[N:34]2>>[F:1][C:2]([F:27])([F:26])[CH2:3][NH:4][C:5]([C:7]1([CH2:21][CH2:22][CH2:23][CH2:24][N:42]2[C@H:43]([CH3:45])[CH2:44][N:39]([C:33]3[CH:32]=[CH:31][C:30]4[C:35](=[CH:36][CH:37]=[CH:38][C:29]=4[Cl:28])[N:34]=3)[CH2:40][C@@H:41]2[CH3:46])[C:20]2[CH:19]=[CH:18][CH:17]=[CH:16][C:15]=2[O:14][C:13]2[C:8]1=[CH:9][CH:10]=[CH:11][CH:12]=2)=[O:6]. Isolated yield 85.7%. Procedure: To a solution containing 0.688 g of ethyl 2-aminothiazole-4carboxilate (prepared as reported in J.A.C.S. 68,266,1946) and 0.3 g of 2-bromoacrylic acid in 10 ml of dioxane, 0.412 g of N-N'dicyclohexylcarbodiimide were and the mixture was stirred at room temperature overnight. After filtration, the solvent was evaporated in vacuo, the solid residue was dissolved in 50 ml of ethyl acetate, treated with saturated solution of sodium bicarbonate and then with 10% hydrochloric acid. The organic phase w... Reaction conditions: time 8 hour. Reactants: NC=1SC=C(N1)C(=O)OCC (ethyl 2-aminothiazole-4carboxilate), BrC(C(=O)O)=C (2-bromoacrylic acid), N-N'dicyclohexylcarbodiimide. Reaction SMILES: [NH2:1][C:2]1[S:3][CH:4]=[C:5]([C:7]([O:9][CH2:10][CH3:11])=[O:8])[N:6]=1.[Br:12][C:13](=[CH2:17])[C:14](O)=[O:15]>O1CCOCC1>[Br:12][C:13](=[CH2:17])[C:14]([NH:1][C:2]1[S:3][CH:4]=[C:5]([C:7]([O:9][CH2:10][CH3:11])=[O:8])[N:6]=1)=[O:15]. Product: BrC(C(=O)NC=1SC=C(N1)C(=O)OCC)=C (ethyl 2-(α-bromoacrylamido)thiazole-4-carboxylate). Solvent: O1CCOCC1 (dioxane).